From a dataset of the Open Reaction Database (ORD), a public repository of structured organic reaction records. describe an organic reaction: reactants, conditions, products, and yield The reactants are O=C(NO)c1cccnc1, O=C(NC(CO)c1ccccc1)c1cccnc1Oc1cccc(Cl)c1. Product: Clc1cccc(Oc2ncccc2C2=NC(c3ccccc3)CO2)c1. Reaction SMILES: [C:1]([NH:2][OH:3])(=[O:4])[c:5]1[cH:6][cH:7][cH:8][n:9][cH:10]1.[Cl:11][c:12]1[cH:13][c:14]([O:15][c:16]2[c:17]([C:18](=[O:19])[NH:20][CH:21]([CH2:22][OH:23])[c:24]3[cH:25][cH:26][cH:27][cH:28][cH:29]3)[cH:30][cH:31][cH:32][n:33]2)[cH:34][cH:35][cH:36]1>>[Cl:11][c:12]1[cH:13][c:14]([O:15][c:16]2[c:17]([C:18]3=[N:20][CH:21]([c:24]4[cH:25][cH:26][cH:27][cH:28][cH:29]4)[CH2:22][O:23]3)[cH:30][cH:31][cH:32][n:33]2)[cH:34][cH:35][cH:36]1. The reactants are CCO, Cl, [Na+], CCOC(=O)CC1=CCCc2cc(OCc3cccc(Oc4ccccc4)c3)ccc21, C1CCOC1, [OH-], O. Yields the product O=C(O)CC1=CCCc2cc(OCc3cccc(Oc4ccccc4)c3)ccc21. Reaction SMILES: [CH3:32][CH2:33][OH:34].[ClH:37].[Na+:36].[O:1]([c:2]1[cH:3][cH:4][cH:5][cH:6][cH:7]1)[c:8]1[cH:9][c:10]([CH2:11][O:12][c:13]2[cH:14][c:15]3[c:20]([cH:21][cH:22]2)[C:19]([CH2:23][C:24](=[O:25])[O:26][CH2:27][CH3:28])=[CH:18][CH2:17][CH2:16]3)[cH:29][cH:30][cH:31]1.[O:39]1[CH2:40][CH2:41][CH2:42][CH2:43]1.[OH-:35].[OH2:38]>>[O:1]([c:2]1[cH:3][cH:4][cH:5][cH:6][cH:7]1)[c:8]1[cH:9][c:10]([CH2:11][O:12][c:13]2[cH:14][c:15]3[c:20]([cH:21][cH:22]2)[C:19]([CH2:23][C:24](=[O:25])[OH:26])=[CH:18][CH2:17][CH2:16]3)[cH:29][cH:30][cH:31]1. Yields the product ClC1=CC(=C(C=C1OC)N1C[C@@H](N(CC1)C(CN1N=CC=2C1=NC=CC2)=O)C)F (1-[4-(4-Chloro-2-fluoro-5-methoxyphenyl)-2-(S)-methylpiperazin-1-yl]-2-pyrazolo[3,4-b]pyridine-1-ylethanone), ClC1=CC(=C(C=C1OC)N1C[C@@H](N(CC1)C(CN1N=C2N=CC=CC2=C1)=O)C)F (1-[4-(4-chloro-2-fluoro-5-methoxyphenyl)-2-(S)-methylpiperazin-1-yl]-2-pyrazolo[3,4-b]pyridine-2-ylethanone). Reaction SMILES: Cl[CH2:2][C:3]([N:5]1[CH2:10][CH2:9][N:8]([C:11]2[CH:16]=[C:15]([O:17][CH3:18])[C:14]([Cl:19])=[CH:13][C:12]=2[F:20])[CH2:7][C@@H:6]1[CH3:21])=[O:4].[NH:22]1[C:26]2=[N:27][CH:28]=[CH:29][CH:30]=[C:25]2[CH:24]=[N:23]1.C(=O)([O-])[O-].[K+].[K+]>CN(C)C=O.C(OCC)(=O)C>[Cl:19][C:14]1[C:15]([O:17][CH3:18])=[CH:16][C:11]([N:8]2[CH2:9][CH2:10][N:5]([C:3](=[O:4])[CH2:2][N:22]3[C:26]4=[N:27][CH:28]=[CH:29][CH:30]=[C:25]4[CH:24]=[N:23]3)[C@@H:6]([CH3:21])[CH2:7]2)=[C:12]([F:20])[CH:13]=1.[Cl:19][C:14]1[C:15]([O:17][CH3:18])=[CH:16][C:11]([N:8]2[CH2:9][CH2:10][N:5]([C:3](=[O:4])[CH2:2][N:23]3[CH:24]=[C:25]4[C:26]([N:27]=[CH:28][CH:29]=[CH:30]4)=[N:22]3)[C@@H:6]([CH3:21])[CH2:7]2)=[C:12]([F:20])[CH:13]=1 |f:2.3.4|. The solvent is C(C)(=O)OCC (ethyl acetate), CN(C=O)C (dimethylformamide). Procedure: 2-Chloro-1-[4-(4-chloro-2-fluoro-5-methoxyphenyl)-2-(S)-methylpiperazin-1-yl]ethanone (arylpiperazine) (4.81 g, 14.32 mmol, 1 equiv), 1H-pyrazolo[3,4-b]pyridine (2.27 g, 17.18 mmol, 1.2 equiv), and potassium carbonate (20.00 g, 143.2 mmol, 10 equiv) were dissolved in dimethylformamide (DMF) (10 mL) and heated at 80° C. for 1 hour, then cooled to room temperature. The resultant mixture was diluted with ethyl acetate (300 mL), and washed with water (3×150 mL) and brine (100 mL). The organic layer ... The reactants are resultant mixture, ClCC(=O)N1[C@H](CN(CC1)C1=C(C=C(C(=C1)OC)Cl)F)C (2-Chloro-1-[4-(4-chloro-2-fluoro-5-methoxyphenyl)-2-(S)-methylpiperazin-1-yl]ethanone), N1N=CC=2C1=NC=CC2 (1H-pyrazolo[3,4-b]pyridine), C([O-])([O-])=O.[K+].[K+] (potassium carbonate). Reaction conditions: temperature 80 celsius. Reactants: CCN(C(C)C)C(C)C, ClCCl, Nc1nonc1-c1nc2cnc(Oc3cccc(C(=O)O)c3)cc2n1-c1ccccc1, NCCN1CCOCC1. Yields the product Nc1nonc1-c1nc2cnc(Oc3cccc(C(=O)NCCN4CCOCC4)c3)cc2n1-c1ccccc1. As a reaction SMILES: [CH:32]([N:33]([CH2:34][CH3:35])[CH:36]([CH3:37])[CH3:38])([CH3:39])[CH3:40].[Cl:50][CH2:51][Cl:52].[NH2:1][c:2]1[c:3](-[c:7]2[n:8](-[c:26]3[cH:27][cH:28][cH:29][cH:30][cH:31]3)[c:9]3[c:10]([cH:11][n:12][c:13]([O:15][c:16]4[cH:17][c:18]([C:19](=[O:20])[OH:21])[cH:22][cH:23][cH:24]4)[cH:14]3)[n:25]2)[n:4][o:5][n:6]1.[NH2:41][CH2:42][CH2:43][N:44]1[CH2:45][CH2:46][O:47][CH2:48][CH2:49]1>>[NH2:1][c:2]1[c:3](-[c:7]2[n:8](-[c:26]3[cH:27][cH:28][cH:29][cH:30][cH:31]3)[c:9]3[c:10]([cH:11][n:12][c:13]([O:15][c:16]4[cH:17][c:18]([C:19](=[O:21])[NH:41][CH2:42][CH2:43][N:44]5[CH2:45][CH2:46][O:47][CH2:48][CH2:49]5)[cH:22][cH:23][cH:24]4)[cH:14]3)[n:25]2)[n:4][o:5][n:6]1. Reactants: C(C1=CC=CC=C1)N1CCN(CC1)C=1SC2=C(C1)C=CC=C2 (1-benzyl-4-(benzothiophen-2-yl)piperazine), ClC(C)OC(=O)Cl (1-chloroethylchloroformate). Run in ClCCl (dichloromethane). Reaction conditions: time 1 hour. The product is Cl.S1C(=CC2=C1C=CC=C2)N2CCNCC2 (1-(Benzothiophen-2-yl)piperazine hydrochloride). Reaction SMILES: C([N:8]1[CH2:13][CH2:12][N:11]([C:14]2[S:15][C:16]3[CH:22]=[CH:21][CH:20]=[CH:19][C:17]=3[CH:18]=2)[CH2:10][CH2:9]1)C1C=CC=CC=1.[Cl:23]C(OC(Cl)=O)C>ClCCl>[ClH:23].[S:15]1[C:16]2[CH:22]=[CH:21][CH:20]=[CH:19][C:17]=2[CH:18]=[C:14]1[N:11]1[CH2:12][CH2:13][NH:8][CH2:9][CH2:10]1 |f:3.4|. Reported procedure: To a solution of 1-benzyl-4-(benzothiophen-2-yl)piperazine (1.5 g, 4.9 mmol) in anhydrous dichloromethane (20 ml) at 0° C. under nitrogen was added 1-chloroethylchloroformate (0.68 ml, 6.37 mmol). The mixture was allowed to warm to room temperature, stirred for 1 h and concentrated in vacuo. The crude residue was dissolved in methanol (10 ml) and heated to reflux for 30 minutes, left to cool and the title compound collected by filtration (0.6 g), m.p. 240° C. (dec.). The reactants are N([C@@H](CC1=CC=CC=C1)C(=O)O)C (H-MePhe-OH), C(C)(C)(C)OC(OC(C)(C)C)=O (di-tert.-butylcarbonate). Solvent: C(C)(C)(C)O (tert.-butanol), KHCO3, [OH-].[Na+] (sodium hydroxide), O (water). Conditions: time 2 day. Yields the product C(=O)(OC(C)(C)C)N([C@@H](CC1=CC=CC=C1)C(=O)O)C (Boc-MePhe-OH). As a reaction SMILES: [NH:1]([CH3:13])[C@H:2]([C:10]([OH:12])=[O:11])[CH2:3][C:4]1[CH:9]=[CH:8][CH:7]=[CH:6][CH:5]=1.C(O[C:19](=[O:25])[O:20][C:21]([CH3:24])([CH3:23])[CH3:22])(C)(C)C>C(O)(C)(C)C.[OH-].[Na+].O>[C:19]([N:1]([CH3:13])[C@H:2]([C:10]([OH:12])=[O:11])[CH2:3][C:4]1[CH:9]=[CH:8][CH:7]=[CH:6][CH:5]=1)([O:20][C:21]([CH3:22])([CH3:23])[CH3:24])=[O:25] |f:3.4|. Procedure: 3.6 g of H-MePhe-OH are dissolved in a mixture of tert.-butanol, 25 ml of 10% aqueous KHCO3 solution and 5 ml of 4 N sodium hydroxide. 8 ml of di-tert.-butylcarbonate are added and the mixture stirred for 2 days at room temperature. The reaction mixture is diluted with ca. 100 ml of water and extracted with ether. The aqueous phase is acidified, with stirring to pH 2. The precipitated product is extracted with acetic acid, the extract washed with water and dried over Na2SO4. The liquid is evapor... Reactants: NC(=O)CS, O=CCOc1ccc(Cl)cc1Cl. Yields the product O=C1CSC(COc2ccc(Cl)cc2Cl)N1. Reaction SMILES: [C:13]([CH2:14][SH:15])(=[O:16])[NH2:17].[Cl:1][c:2]1[c:3]([O:4][CH2:5][CH:6]=[O:7])[cH:8][cH:9][c:10]([Cl:12])[cH:11]1>>[Cl:1][c:2]1[c:3]([O:4][CH2:5][CH:6]2[S:15][CH2:14][C:13](=[O:16])[NH:17]2)[cH:8][cH:9][c:10]([Cl:12])[cH:11]1. Starting materials: BrC1=CC(=C(C#N)C=C1)C (4-bromo-2-methylbenzonitrile), C[S-].[Na+] (sodium thiomethoxide). The solvent is CN(C)C=O (DMF), C(C)(=O)OCC (ethyl acetate). Product: CC1=C(C#N)C=CC(=C1)SC (2-methyl-4-(methylthio)benzonitrile). Reaction SMILES: Br[C:2]1[CH:9]=[CH:8][C:5]([C:6]#[N:7])=[C:4]([CH3:10])[CH:3]=1.[CH3:11][S-:12].[Na+]>CN(C=O)C.C(OCC)(=O)C>[CH3:10][C:4]1[CH:3]=[C:2]([S:12][CH3:11])[CH:9]=[CH:8][C:5]=1[C:6]#[N:7] |f:1.2|. Procedure: A solution of 500 mg of 4-bromo-2-methylbenzonitrile and 268 mg of sodium thiomethoxide in 3 mL of DMF was stirred for 1 h. The reaction mixture was diluted with ethyl acetate, washed with H2O, dried (MgSO4) and evaporated to afford 2-methyl-4-(methylthio)benzonitrile. 400 mg of 2-methyl-4-(methylthio)benzonitrile was reacted via Procedure T to give 2-methyl-4-(methylthio)benzoic acid. 430 mg of 2-methyl-4-(methylthio)benzoic acid was reacted via Procedure R to yield 2-methyl-4-(methylsulfonyl)b... Reactants: Cc1ccc(C(=O)O)cc1Br, C1CCOC1, CN1CCOCC1, Cc1ccccc1, O=C(Cl)C(=O)Cl, N, CN(C)C=O. The product is Cc1ccc(C#N)cc1Br. As a reaction SMILES: [Br:1][c:2]1[cH:3][c:4]([C:5]([OH:6])=[O:7])[cH:8][cH:9][c:10]1[CH3:11].[CH2:33]1[O:34][CH2:35][CH2:36][CH2:37]1.[CH3:18][N:19]1[CH2:20][CH2:21][O:22][CH2:23][CH2:24]1.[CH3:26][c:27]1[cH:28][cH:29][cH:30][cH:31][cH:32]1.[Cl:12][C:13]([C:14]([Cl:15])=[O:16])=[O:17].[NH3:25].[O:38]=[CH:39][N:40]([CH3:41])[CH3:42]>>[Br:1][c:2]1[cH:3][c:4]([C:5]#[N:19])[cH:8][cH:9][c:10]1[CH3:11]. The reactants are CC1=C2C=CCC2=C(C=C1)C (4,7-dimethyl-indene), C=O (formalin), C1(=CC=C(C=C1)S(=O)(=O)O)C (para-toluenesulphonic acid), C1(=CC=CC=C1)C (toluene). Conditions: temperature 80 celsius, time 3 hour. Yields the product CC1=C2C=C(CC2=C(C=C1)C)CC=1CC2=C(C=CC(=C2C1)C)C (bis(4,7-dimethyl-2-indenyl)methane). Isolated yield 44.1%. Reaction SMILES: [CH3:1][C:2]1[CH:10]=[CH:9][C:8]([CH3:11])=[C:7]2[C:3]=1[CH:4]=[CH:5][CH2:6]2.[CH2:12]=O.[C:14]1([CH3:24])[CH:19]=[CH:18][C:17](S(O)(=O)=O)=[CH:16][CH:15]=1.[C:25]1([CH3:31])[CH:30]=CC=C[CH:26]=1>>[CH3:24][C:14]1[CH:19]=[CH:18][C:17]([CH3:12])=[C:16]2[C:15]=1[CH:26]=[C:25]([CH2:31][C:5]1[CH2:4][C:3]3[C:7]([CH:6]=1)=[C:8]([CH3:11])[CH:9]=[CH:10][C:2]=3[CH3:1])[CH2:30]2. Procedure details: In a 500 mL flask equipped with magnetic stirring bar were introduced 10 g (0.069 moles) of 4,7-dimethyl-indene, 1.04 g (0.035 moles) of formalin and 2.64 g (0.014 moles) of para-toluenesulphonic acid in 100 ml of toluene; the mixture was heated to 80° C. and was maintained under stirring for 3 hours at 80° C. Then the reaction was quenched with water/NaHCO3; the conversion, measured by gas chromatographic analysis, was 82.4%. The organic layer was separated, washed with water and brought to dry...